Dataset: the Open Reaction Database (ORD), a public repository of structured organic reaction records. Task: describe an organic reaction: reactants, conditions, products, and yield Starting materials: ice water, NC=1C=C(C(=CC1[N+](=O)[O-])Cl)C(F)(F)F (3-amino-6-chloro-4-nitrobenzotrifluoride), O (H2O), Cl[Sn]Cl (SnCl2). Solvent: C(C)O (ethanol). Reaction conditions: temperature 90 celsius. The product is NC=1C=C(C(=CC1N)Cl)C(F)(F)F (3,4-diamino-6-chlorobenzotrifluoride). Yield: 70.3%. As a reaction SMILES: [NH2:1][C:2]1[CH:3]=[C:4]([C:12]([F:15])([F:14])[F:13])[C:5]([Cl:11])=[CH:6][C:7]=1[N+:8]([O-])=O.Cl[Sn]Cl.O>C(O)C>[NH2:1][C:2]1[CH:3]=[C:4]([C:12]([F:15])([F:13])[F:14])[C:5]([Cl:11])=[CH:6][C:7]=1[NH2:8]. Procedure details: To a stirred mixture of 3-amino-6-chloro-4-nitrobenzotrifluoride (300 mg, 1.25 mmol) in ethanol (5 mL) was added SnCl2.2 H2O (1.40 g, 6.20 mmol) in one portion. The mixture was refluxed at 80° C. (oil bath, 90° C.) for 1 h and the solution was cooled to room temperature and ice water (20 g) was added. It was adjusted to pH=7 and extracted with ethyl acetate. The extract was dried over Mg2SO4 and evaporated to give 185 mg (71%) of 3,4-diamino-6-chlorobenzotrifluoride as a brown solid. 1H NMR (CDC... Starting materials: C(#N)C=1C=C(N2C1C=CC1=CC=CC=C21)C(C2=CC=C(C=C2)F)=O (3-cyano-(4-fluoro-benzoyl)-pyrrolo[1,2-a]quinoline), N1CCNCC1 (piperazine). Product: C(#N)C=1C=C(N2C1C=CC1=CC=CC=C21)C(C2=CC=C(C=C2)N2CCNCC2)=O (3-Cyano-1-(4-piperazin-1-yl-benzoyl)-pyrrolo[1,2-a]quinoline). Reaction SMILES: [C:1]([C:3]1[CH:4]=[C:5]([C:16](=[O:24])[C:17]2[CH:22]=[CH:21][C:20](F)=[CH:19][CH:18]=2)[N:6]2[C:15]3[C:10](=[CH:11][CH:12]=[CH:13][CH:14]=3)[CH:9]=[CH:8][C:7]=12)#[N:2].[NH:25]1[CH2:30][CH2:29][NH:28][CH2:27][CH2:26]1>>[C:1]([C:3]1[CH:4]=[C:5]([C:16](=[O:24])[C:17]2[CH:22]=[CH:21][C:20]([N:25]3[CH2:30][CH2:29][NH:28][CH2:27][CH2:26]3)=[CH:19][CH:18]=2)[N:6]2[C:15]3[C:10](=[CH:11][CH:12]=[CH:13][CH:14]=3)[CH:9]=[CH:8][C:7]=12)#[N:2]. Reported procedure: The title compound was prepared as described for Example 21, using 3-cyano-(4-fluoro-benzoyl)-pyrrolo[1,2-a]quinoline ( 58 mg, 0.185 mmol) and piperazine (102 mg, 1.18 mmol), and yielded 57.2 mg (81%). 1H NMR (CDCl3): 8.01 (m, 3H), 7.80 (dd, J=7.8, 1.8 Hz, 1H), 7.64 (s, 2H), 7.52 (m, 2H), 7.34 (d, J=0.6 Hz, 1H), 6.60 (d, J=9.0 Hz, 2H), 3.41 (t, J=5.1 Hz, 4H 3.06 (t, J=4.5 Hz, 4H). Starting materials: CC(CC1C=C(C1)C(=O)O)(C)C (3-(2,2-dimethylpropyl)-1-cyclobutenecarboxylic acid), O1CCCC1 (tetrahydrofuran), Cl (hydrochloric acid), Cl (hydrochloric acid). Reagents/catalysts: [Zn] (zinc). The solvent is O (water). Reaction conditions: temperature 70 celsius, time 8 hour. The product is CC(CC1CC(C1)C(=O)O)(C)C (3-(2,2-Dimethylpropyl)cyclobutanecarboxylic acid). Isolated yield 114.6%. As a reaction SMILES: [CH3:1][C:2]([CH3:12])([CH3:11])[CH2:3][CH:4]1[CH2:7][C:6]([C:8]([OH:10])=[O:9])=[CH:5]1.O1CCCC1.Cl>[Zn].O>[CH3:1][C:2]([CH3:12])([CH3:11])[CH2:3][CH:4]1[CH2:7][CH:6]([C:8]([OH:10])=[O:9])[CH2:5]1. Procedure: 3-(2,2-dimethylpropyl)-1-cyclobutenecarboxylic acid (10 g), tetrahydrofuran (100 mL) and 6 N hydrochloric acid (100 mL) were mixed. To the mixture was added zinc (30 g) at ice temperature. The mixture was stirred at 70° C. overnight. After an addition of 6 N hydrochloric acid and water the mixture was filtered. The filtrate was extracted with ethyl acetate (150 mL, 100 mL). The organic layer was washed with brine (100 mL), then dried over sodium sulfate. The sodium sulfate was filtered off and t...